Dataset: the Open Reaction Database (ORD), a public repository of structured organic reaction records. Task: describe an organic reaction: reactants, conditions, products, and yield Starting materials: ClC1=NC=CC(=N1)C1=C(N=C(S1)N1CCOCC1)C=1C(=C(C=CC1)NS(=O)(=O)C1=C(C=CC(=C1)F)F)F (N-{3-[5-(2-chloro-4-pyrimidinyl)-2-(4-morpholinyl)-1,3-thiazol-4-yl]-2-fluorophenyl}-2,5-difluorobenzenesulfonamide), CS(=O)(=O)N1CCC(CC1)N (1-(methylsulfonyl)-4-piperidinamine). Solvent: C1CCOC1 (THF). Product: FC1=C(C=C(C=C1)F)S(=O)(=O)NC1=C(C(=CC=C1)C=1N=C(SC1C1=NC(=NC=C1)NC1CCN(CC1)S(=O)(=O)C)N1CCOCC1)F (2,5-Difluoro-N-{2-fluoro-3-[5-(2-{[1-(methylsulfonyl)-4-piperidinyl]amino}-4-pyrimidinyl)-2-(4-morpholinyl)-1,3-thiazol-4-yl]phenyl}benzenesulfonamide). As a reaction SMILES: Cl[C:2]1[N:7]=[C:6]([C:8]2[S:12][C:11]([N:13]3[CH2:18][CH2:17][O:16][CH2:15][CH2:14]3)=[N:10][C:9]=2[C:19]2[C:20]([F:37])=[C:21]([NH:25][S:26]([C:29]3[CH:34]=[C:33]([F:35])[CH:32]=[CH:31][C:30]=3[F:36])(=[O:28])=[O:27])[CH:22]=[CH:23][CH:24]=2)[CH:5]=[CH:4][N:3]=1.[CH3:38][S:39]([N:42]1[CH2:47][CH2:46][CH:45]([NH2:48])[CH2:44][CH2:43]1)(=[O:41])=[O:40]>C1COCC1>[F:36][C:30]1[CH:31]=[CH:32][C:33]([F:35])=[CH:34][C:29]=1[S:26]([NH:25][C:21]1[CH:22]=[CH:23][CH:24]=[C:19]([C:9]2[N:10]=[C:11]([N:13]3[CH2:18][CH2:17][O:16][CH2:15][CH2:14]3)[S:12][C:8]=2[C:6]2[CH:5]=[CH:4][N:3]=[C:2]([NH:48][CH:45]3[CH2:46][CH2:47][N:42]([S:39]([CH3:38])(=[O:41])=[O:40])[CH2:43][CH2:44]3)[N:7]=2)[C:20]=1[F:37])(=[O:28])=[O:27]. Procedure: Following a procedure analogous to the procedure described in Example 1 using N-{3-[5-(2-chloro-4-pyrimidinyl)-2-(4-morpholinyl)-1,3-thiazol-4-yl]-2-fluorophenyl}-2,5-difluorobenzenesulfonamide (0.2 g, 0.352 mmol) and 1-(methylsulfonyl)-4-piperidinamine (0.314 g, 1.76 mmol) in THF (1 mL) the title compound was obtained as a white solid (0.14 g, 0.197 mmol, 56.0% yield). 1H NMR (400 MHz, DMSO-d6) δ ppm 10.75 (s, 1H), 7.90 (d, J=5.2 Hz, 1H), 7.68-7.71 (m, 1H), 7.45-7.63 (m, 3H), 7.36-7.45 (m, 1H),... Starting materials: Clc1ccc2c(Br)cncc2c1, CCOCC, ClCCl, O=C(OO)c1cccc(Cl)c1. Product: [O-][n+]1cc(Br)c2ccc(Cl)cc2c1. Reaction SMILES: [Br:1][c:2]1[cH:3][n:4][cH:5][c:6]2[cH:7][c:8]([Cl:12])[cH:9][cH:10][c:11]12.[CH3:24][CH2:25][O:26][CH2:27][CH3:28].[Cl:29][CH2:30][Cl:31].[OH:13][O:14][C:15]([c:16]1[cH:17][c:18]([Cl:19])[cH:20][cH:21][cH:22]1)=[O:23]>>[Br:1][c:2]1[cH:3][n+:4]([O-:13])[cH:5][c:6]2[cH:7][c:8]([Cl:12])[cH:9][cH:10][c:11]12. The reactants are CC(=O)Cl, [H-], [Na+], CC(C)(C)c1cc2cc(NC(=O)C3(c4ccc5c(c4)OCO5)CC3)ccc2[nH]1, CN(C)C=O, O. The product is CC(=O)n1c(C(C)(C)C)cc2cc(NC(=O)C3(c4ccc5c(c4)OCO5)CC3)ccc21. Reaction SMILES: [CH3:31][C:32]([Cl:33])=[O:34].[H-:30].[Na+:29].[O:1]1[CH2:2][O:3][c:4]2[c:5]1[cH:6][cH:7][c:8]([C:10]1([C:13](=[O:14])[NH:15][c:16]3[cH:17][c:18]4[cH:19][c:20]([C:25]([CH3:26])([CH3:27])[CH3:28])[nH:21][c:22]4[cH:23][cH:24]3)[CH2:11][CH2:12]1)[cH:9]2.[O:36]=[CH:37][N:38]([CH3:39])[CH3:40].[OH2:35]>>[O:1]1[CH2:2][O:3][c:4]2[c:5]1[cH:6][cH:7][c:8]([C:10]1([C:13](=[O:14])[NH:15][c:16]3[cH:17][c:18]4[cH:19][c:20]([C:25]([CH3:26])([CH3:27])[CH3:28])[n:21]([C:32]([CH3:31])=[O:34])[c:22]4[cH:23][cH:24]3)[CH2:11][CH2:12]1)[cH:9]2. Reaction conditions: time 3 hour. RXN SMILES: [Cl:1][C:2]1[CH:11]=[CH:10][C:5]([C:6]([O:8][CH3:9])=[O:7])=[C:4](F)[N:3]=1.[CH3:13][O-:14].[Na+].CO>>[Cl:1][C:2]1[CH:11]=[CH:10][C:5]([C:6]([O:8][CH3:9])=[O:7])=[C:4]([O:14][CH3:13])[N:3]=1 |f:1.2|. The product is ClC1=NC(=C(C(=O)OC)C=C1)OC (Methyl 6-chloro-2-methoxynicotinate). Starting materials: ClC1=NC(=C(C(=O)OC)C=C1)F (Methyl 6-chloro-2-fluoronicotinate), CO (methanol), solution, C[O-].[Na+] (sodium methoxide). Procedure: Methyl 6-chloro-2-fluoronicotinate (Example 454, Step 1) (76 mg, 0.40 mmol) was taken up in a 0.5 M solution of sodium methoxide in methanol (0.80 ml, 0.40 mmol) and stirred at room temperature for 3 hours. The mixture was quenched with saturated aqueous ammonium chloride and extracted twice with ethyl acetate. The combined organics were dried over magnesium sulfate, filtered, and concentrated in vacuo. The resulting residue was purified via flash chromatography (silica, 0-17% ethyl acetate/hexa... Starting materials: OC1=C(C(=C(OCC(=O)C2=CC=CC=C2)C=C1)C)C (2-(4-hydroxy-2,3-dimethyl-phenoxy)-1-phenyl-ethanone), polyphosphoric acid, O (water). The solvent is C=1(C(=CC=CC1)C)C (xylene). Run at temperature 150 celsius, time 5 hour. Yields the product CC1=C(C2=C(C(=CO2)C2=CC=CC=C2)C=C1O)C (6,7-dimethyl-3-phenyl-benzofuran-5-ol). The yield is 50.0%. As a reaction SMILES: [OH:1][C:2]1[CH:17]=[CH:16][C:5]([O:6][CH2:7][C:8]([C:10]2[CH:15]=[CH:14][CH:13]=[CH:12][CH:11]=2)=O)=[C:4]([CH3:18])[C:3]=1[CH3:19].O>C1(C)C(C)=CC=CC=1>[CH3:19][C:3]1[C:2]([OH:1])=[CH:17][C:16]2[C:8]([C:10]3[CH:15]=[CH:14][CH:13]=[CH:12][CH:11]=3)=[CH:7][O:6][C:5]=2[C:4]=1[CH3:18]. Procedure details: A mixture of 2-(4-hydroxy-2,3-dimethyl-phenoxy)-1-phenyl-ethanone (1.2 g, 4.70 mmol) and polyphosphoric acid (ca. 100 mg) in xylene (10 mL) was stirred at 150° C. for 5 h. The mixture was poured into water, extracted with ethylacetate, washed and dried to give 6,7-dimethyl-3-phenyl-benzofuran-5-ol (560 mg) as a light brown solid. 1H NMR (CDCl3, 300 MHz) δ: 7.71 (s, 1H), 7.60-7.20 (m, 5H), 7.06 (s, 1H), 4.76 (s, 1H, OH), 2.47, 2.29 (2s, 6H) ppm. 13C NMR (CDCl3, 75 MHz), δ: 150.43, 150.30, 141.15,... The reactants are Cc1ccc(S(=O)(=O)n2cc(Br)c3ccccc32)cc1, O=C([O-])[O-], CC(=O)[O-], CC(=O)[O-], C1CNCCN1, Cc1ccccc1, [Cs+], [Cs+], [Pd+2], c1ccc(P(c2ccccc2)c2ccc3ccccc3c2-c2c(P(c3ccccc3)c3ccccc3)ccc3ccccc23)cc1. Product: Cc1ccc(S(=O)(=O)n2cc(N3CCNCC3)c3ccccc32)cc1. As a reaction SMILES: [Br:1][c:2]1[cH:3][n:4]([S:11](=[O:12])(=[O:13])[c:14]2[cH:15][cH:16][c:17]([CH3:18])[cH:19][cH:20]2)[c:5]2[cH:6][cH:7][cH:8][cH:9][c:10]12.[C:73](=[O:74])([O-:75])[O-:76].[C:86]([O-:87])(=[O:88])[CH3:89].[C:91]([O-:92])(=[O:93])[CH3:94].[CH2:21]1[CH2:22][NH:23][CH2:24][CH2:25][NH:26]1.[CH3:79][c:80]1[cH:81][cH:82][cH:83][cH:84][cH:85]1.[Cs+:77].[Cs+:78].[Pd+2:90].[cH:27]1[cH:28][cH:29][c:30]([P:31]([c:32]2[cH:33][cH:34][c:35]3[c:36]([cH:37][cH:38][cH:39][cH:40]3)[c:41]2-[c:42]2[c:43]3[c:44]([cH:45][cH:46][cH:47][cH:48]3)[cH:49][cH:50][c:51]2[P:52]([c:53]2[cH:54][cH:55][cH:56][cH:57][cH:58]2)[c:59]2[cH:60][cH:61][cH:62][cH:63][cH:64]2)[c:65]2[cH:66][cH:67][cH:68][cH:69][cH:70]2)[cH:71][cH:72]1>>[c:2]1([N:23]2[CH2:22][CH2:21][NH:26][CH2:25][CH2:24]2)[cH:3][n:4]([S:11](=[O:12])(=[O:13])[c:14]2[cH:15][cH:16][c:17]([CH3:18])[cH:19][cH:20]2)[c:5]2[cH:6][cH:7][cH:8][cH:9][c:10]12. Reported procedure: 2,3-Diamino-4,6-dimethylpyridine (U.S. Pat. No. 5,332,744; 2.70 g, 19.7 mmol) and tetraethoxymethane (16.5 mL, 78.7 mmol) were mixed, and the mixture was stirred at 155° C. for 2 hr. The mixture was cooled to room temperature, and diisopropyl ether (30 mL) was added. The precipitated solid was collected by filtration to give the title compound (2.42 g, 64%). Yields the product C(C)OC1=NC=2C(=NC(=CC2C)C)N1 (2-ethoxy-5,7-dimethyl-3H-imidazo[4,5-b]pyridine). Solvent: C(C)(C)OC(C)C (diisopropyl ether). Yield: 64.0%. As a reaction SMILES: [NH2:1][C:2]1[C:7]([NH2:8])=[C:6]([CH3:9])[CH:5]=[C:4]([CH3:10])[N:3]=1.[CH2:11]([O:13][C:14](OCC)(OCC)OCC)[CH3:12]>C(OC(C)C)(C)C>[CH2:11]([O:13][C:14]1[NH:1][C:2]2=[N:3][C:4]([CH3:10])=[CH:5][C:6]([CH3:9])=[C:7]2[N:8]=1)[CH3:12]. Reaction conditions: temperature 155 celsius, time 2 hour. The reactants are NC1=NC(=CC(=C1N)C)C (2,3-Diamino-4,6-dimethylpyridine), C(C)OC(OCC)(OCC)OCC (tetraethoxymethane).